From a dataset of the Open Reaction Database (ORD), a public repository of structured organic reaction records. describe an organic reaction: reactants, conditions, products, and yield The reactants are [N+](=O)(O)[O-] (nitric acid), C(C(C)C)C1=CC=C(C=C1)C=1C(=CC=CC1)S(=O)(=O)Cl (4'-isobutyl-2-biphenylsulphonyl chloride), ice. Solvent: C(C)(=O)OC(C)=O (acetic anhydride). Conditions: time 1.5 hour. Yields the product C(C(C)C)C1=C(C=C(C=C1)C=1C(=CC=CC1)S(=O)(=O)Cl)[N+](=O)[O-] (4'-isobutyl-3'-nitro-2-biphenylsulphonyl chloride). As a reaction SMILES: [N+:1]([O-:4])(O)=[O:2].[CH2:5]([C:9]1[CH:14]=[CH:13][C:12]([C:15]2[C:16]([S:21]([Cl:24])(=[O:23])=[O:22])=[CH:17][CH:18]=[CH:19][CH:20]=2)=[CH:11][CH:10]=1)[CH:6]([CH3:8])[CH3:7]>C(OC(=O)C)(=O)C>[CH2:5]([C:9]1[CH:10]=[CH:11][C:12]([C:15]2[C:16]([S:21]([Cl:24])(=[O:23])=[O:22])=[CH:17][CH:18]=[CH:19][CH:20]=2)=[CH:13][C:14]=1[N+:1]([O-:4])=[O:2])[CH:6]([CH3:8])[CH3:7]. Reported procedure: Fuming nitric acid (0.8 ml) was added over 10 minutes to a stirred solution of 4'-isobutyl-2-biphenylsulphonyl chloride (3.09 g) in acetic anhydride (18 ml) at -20° C. The solution was kept at -20° C. for 1.5 hours and then allowed to warm to ambient temperature. The solution was stirred for 1.5 hours and then added to ice (300 g) with vigorous stirring. The mixture was stirred for 30 minutes and extracted with ether (3×100 ml) while still below 10° C. The ethereal solution was dried (MgSO4) and... The reactants are C(C)OP(=O)(OCC)CC(=O)O (diethylphosphonoacetic acid), C(C=C)O (allyl alcohol), Cl.C(C)N=C=NCCCNC (1-ethyl-3-(3-methylaminopropyl)carbodiimide hydrochloride). Reagents/catalysts: CN(C1=CC=NC=C1)C (4-dimethylaminopyridine). The solvent is C(Cl)Cl (methylene chloride). Product: C(C)OP(=O)(OCC)CC(=O)OCC=C (allyl diethylphosphonoacetate). Yield: 82.2%. RXN SMILES: [CH2:1]([O:3][P:4]([CH2:9][C:10]([OH:12])=[O:11])([O:6][CH2:7][CH3:8])=[O:5])[CH3:2].[CH2:13](O)[CH:14]=[CH2:15].Cl.C(N=C=NCCCNC)C>C(Cl)Cl.CN(C)C1C=CN=CC=1>[CH2:7]([O:6][P:4]([CH2:9][C:10]([O:12][CH2:15][CH:14]=[CH2:13])=[O:11])([O:3][CH2:1][CH3:2])=[O:5])[CH3:8] |f:2.3|. Procedure: 29.2 g of the diethylphosphonoacetic acid thus obtained was dissolved in 350 me of methylene chloride, and 17.8 g of allyl alcohol, 1.92 g of 4-dimethylaminopyridine and 29.0 g of 1-ethyl-3-(3-methylaminopropyl)carbodiimide hydrochloride were added thereto with stirring under cooling with ice. The mixture was stirred at room temperature overnight. The reaction solution was evaporated under reduced pressure. The residue was dissolved in ethyl acetate, then sequentially washed with 1N hydrochloric... The reactants are C1(=CC=CC=C1)C1C(C2=C(C(=C(C=C2C1)OC)Cl)Cl)=O (2-Phenyl-5-methoxy-6,7-dichloro-1-indanone), O([Na])C (NaOCH3), IC (iodomethane), CN(C)C=O (DMF), O([Na])C (NaOCH3). Run in C1=CC=CC=C1 (benzene), O (water), ice water. Conditions: time 0.5 hour. The product is CC1(C(C2=C(C(=C(C=C2C1)OC)Cl)Cl)=O)C1=CC=CC=C1 (2-methyl-2-phenyl-5-methoxy-6,7-dichloro-1-indanone). Reaction SMILES: [C:1]1([CH:7]2[CH2:15][C:14]3[C:9](=[C:10]([Cl:19])[C:11]([Cl:18])=[C:12]([O:16][CH3:17])[CH:13]=3)[C:8]2=[O:20])[CH:6]=[CH:5][CH:4]=[CH:3][CH:2]=1.[CH3:21]N(C=O)C.O(C)[Na].IC>O.C1C=CC=CC=1>[CH3:21][C:7]1([C:1]2[CH:2]=[CH:3][CH:4]=[CH:5][CH:6]=2)[CH2:15][C:14]2[C:9](=[C:10]([Cl:19])[C:11]([Cl:18])=[C:12]([O:16][CH3:17])[CH:13]=2)[C:8]1=[O:20]. Procedure details: 2-Phenyl-5-methoxy-6,7-dichloro-1-indanone, 50.84 g. is dissolved in 700 ml. dry DMF and 700 ml. benzene in a 3-liter flask equipped with a nitrogen inlet, air condenser and hopper for NaOCH3. The reaction mixture is cooled in ice-water and 103 ml. of iodomethane is added. NaOCH3, 13.5 g., is added portion wise from the hopper over 3/4 of an hour. After stirring for 1/2 hour in an ice-water bath, the reaction mixture is added to water, (4 liters), and extracted with benzene. The benzene layer is... The reactants are COC(=O)c1ccc2sc(C)cc2c1, ClC(Cl)Cl, O=S(=O)(Cl)Cl. The product is COC(=O)c1ccc2sc(C)c(Cl)c2c1. RXN SMILES: [CH3:6][O:7][C:8](=[O:9])[c:10]1[cH:11][c:12]2[c:13]([s:14][c:15]([CH3:17])[cH:16]2)[cH:18][cH:19]1.[CH:20]([Cl:21])([Cl:22])[Cl:23].[S:1]([Cl:2])(=[O:3])([Cl:4])=[O:5]>>[Cl:4][c:16]1[c:12]2[cH:11][c:10]([C:8]([O:7][CH3:6])=[O:9])[cH:19][cH:18][c:13]2[s:14][c:15]1[CH3:17]. The yield is 94.5%. Reactants: NC=1C(=C(C2=C(CC(O2)(C)CN2CCC(CC2)N(CCC(C2=CC=CC=C2)C2=CC=CC=C2)CC2=CC=CC=C2)C1C)C)C (1-[(5-amino-2,3dihydro-2,4,6,7-tetramethylbenzofuran-2-yl)methyl]-N-benzyl-N-(3,3-diphenylpropyl)-4-piperidinamine), [H][H] (hydrogen). The product is NC=1C(=C(C2=C(CC(O2)(C)CN2CCC(CC2)NCCC(C2=CC=CC=C2)C2=CC=CC=C2)C1C)C)C (1-[(5-amino-2,3-dihydro-2,4,6,7-tetramethylbenzofuran-2-yl)methyl]-N-(3,3-diphenylpropyl)-4-piperidinamine). Procedure: To a solution of 1-[(5-amino-2,3dihydro-2,4,6,7-tetramethylbenzofuran-2-yl)methyl]-N-benzyl-N-(3,3-diphenylpropyl)-4-piperidinamine (1.5 g) in ethanol (50 mL) was added 0.30 g of 5% palladium on carbon (50% hydrous) and the mixture was stirred in a hydrogen atmosphere at 5 atmospheric pressure and 40° C. for 6 hours. This reaction mixture was filtered and the filtrate was concentrated under reduced pressure to provide 1.2 g of 1-[(5-amino-2,3-dihydro-2,4,6,7-tetramethylbenzofuran-2-yl)methyl]-N-... As a reaction SMILES: [NH2:1][C:2]1[C:3]([CH3:44])=[C:4]([CH3:43])[C:5]2[O:9][C:8]([CH2:11][N:12]3[CH2:17][CH2:16][CH:15]([N:18](CC4C=CC=CC=4)[CH2:19][CH2:20][CH:21]([C:28]4[CH:33]=[CH:32][CH:31]=[CH:30][CH:29]=4)[C:22]4[CH:27]=[CH:26][CH:25]=[CH:24][CH:23]=4)[CH2:14][CH2:13]3)([CH3:10])[CH2:7][C:6]=2[C:41]=1[CH3:42].[H][H]>C(O)C.[Pd]>[NH2:1][C:2]1[C:3]([CH3:44])=[C:4]([CH3:43])[C:5]2[O:9][C:8]([CH2:11][N:12]3[CH2:17][CH2:16][CH:15]([NH:18][CH2:19][CH2:20][CH:21]([C:22]4[CH:27]=[CH:26][CH:25]=[CH:24][CH:23]=4)[C:28]4[CH:29]=[CH:30][CH:31]=[CH:32][CH:33]=4)[CH2:14][CH2:13]3)([CH3:10])[CH2:7][C:6]=2[C:41]=1[CH3:42]. Solvent: C(C)O (ethanol). Reagents/catalysts: [Pd] (palladium on carbon). Reaction SMILES: [C:1]([N:2]=[C:3]=[O:4])(=[O:5])[c:6]1[cH:7][cH:8][cH:9][cH:10][cH:11]1.[Cl:44][c:45]1[cH:46][cH:47][c:48]([N+:55]([O-:56])=[O:57])[c:49]2[cH:50][cH:51][cH:52][cH:53][c:54]12.[GeH4:58].[N+:19]([c:20]1[cH:21][cH:22][c:23](-[c:24]2[o:25][n:26][c:27]([C:28]([F:29])([F:30])[F:31])[n:32]2)[cH:33][cH:34]1)([O-:35])=[O:36].[NH2:12][c:13]1[o:14][n:15][c:16]([CH3:17])[n:18]1.[NH2:37][c:38]1[cH:39][cH:40][cH:41][cH:42][cH:43]1>>[Cl:44][c:45]1[cH:46][cH:47][c:48]([NH2:55])[c:49]2[cH:50][cH:51][cH:52][cH:53][c:54]12. Yields the product Nc1ccc(Cl)c2ccccc12. The reactants are O=C=NC(=O)c1ccccc1, O=[N+]([O-])c1ccc(Cl)c2ccccc12, [GeH4], O=[N+]([O-])c1ccc(-c2nc(C(F)(F)F)no2)cc1, Cc1noc(N)n1, Nc1ccccc1.